describe an organic reaction: reactants, conditions, products, and yield From a dataset of the Open Reaction Database (ORD), a public repository of structured organic reaction records. The reactants are COC(C1=C(C=C(C=C1)[N+](=O)[O-])O)=O (2-hydroxy-4-nitro benzoic acid methyl ester), C1(=CC=CC=C1)P(C1=CC=CC=C1)C1=CC=CC=C1 (triphenylphosphine), OCCNC(OC(C)(C)C)=O (t-butyl N-(2-hydroxyethyl)carbamate), N(=NC(=O)OC(C)C)C(=O)OC(C)C (diisopropyl azodicarboxylate). Solvent: C1CCOC1 (THF). Reaction conditions: time 2 day. The product is COC(C1=C(C=C(C=C1)[N+](=O)[O-])OCCNC(=O)OC(C)(C)C)=O (2-(tert-butoxycarbonylamino-ethoxy)-4-nitro-benzoic acid methyl ester). Yield: 115.0%. As a reaction SMILES: [CH3:1][O:2][C:3](=[O:14])[C:4]1[CH:9]=[CH:8][C:7]([N+:10]([O-:12])=[O:11])=[CH:6][C:5]=1[OH:13].C1(P(C2C=CC=CC=2)C2C=CC=CC=2)C=CC=CC=1.O[CH2:35][CH2:36][NH:37][C:38](=[O:44])[O:39][C:40]([CH3:43])([CH3:42])[CH3:41].N(C(OC(C)C)=O)=NC(OC(C)C)=O>C1COCC1>[CH3:1][O:2][C:3](=[O:14])[C:4]1[CH:9]=[CH:8][C:7]([N+:10]([O-:12])=[O:11])=[CH:6][C:5]=1[O:13][CH2:35][CH2:36][NH:37][C:38]([O:39][C:40]([CH3:43])([CH3:42])[CH3:41])=[O:44]. Procedure details: To a solution of 2-hydroxy-4-nitro benzoic acid methyl ester (7.0 g, 0.035 mol), triphenylphosphine (9.31 g, 0.035 mol) and t-butyl N-(2-hydroxyethyl)carbamate (3.82 g, 0.023 mol) in anhydrous THF (400 mL) (stirring for 1 hr.) was added diisopropyl azodicarboxylate (7.03 mL, 0.035 mol) and stirred for 2 days. The reaction was evaporated and the residue purified by ISCO chromatography to give 2-(tert-butoxycarbonylamino-ethoxy)-4-nitro-benzoic acid methyl ester (9.0 g,) as a white solid. 1H-NMR (... The reactants are C(C)(C)(C)OC(CC(C(OCC)OCC)NC(=O)OCC=C)=O (3-Allyloxycarbonylamino-4,4-diethoxy-butyric acid tert-butyl ester), FC(C(=O)O)(F)F (triflouroacetic acid). Solvent: C(Cl)Cl (CH2Cl2). Product: C(C=C)OC(NC1C(OC(C1)=O)OCC)=O ((2-ethoxy-5-oxo-tetrahydro-furan-3-yl)-carbamic acid allyl ester). The yield is 85.0%. RXN SMILES: C(O[C:6](=[O:23])[CH2:7][CH:8]([NH:16][C:17]([O:19][CH2:20][CH:21]=[CH2:22])=[O:18])[CH:9]([O:13]CC)[O:10][CH2:11][CH3:12])(C)(C)C.FC(F)(F)C(O)=O>C(Cl)Cl>[CH2:20]([O:19][C:17](=[O:18])[NH:16][CH:8]1[CH2:7][C:6](=[O:23])[O:13][CH:9]1[O:10][CH2:11][CH3:12])[CH:21]=[CH2:22]. Procedure details: A solution of the crude 3-Allyloxycarbonylamino-4,4-diethoxy-butyric acid tert-butyl ester, 103, obtained in the procedure above, in CH2Cl2(50 mL) is treated with triflouroacetic acid (50 mL). After the consumption of starting material, the organics are reduced under vacuum. The residual triflouroacetic acid is removed with ethyl acetate by azeotroping conditions. The final residue is purified over silica (hexanes/ethyl acetate 80:20) to afford 10.1 g (85% yield) of the desired product as a slig... The reactants are CCC(=S)S, C=CCOC(=O)N1CC(OS(C)(=O)=O)CC1COCCF, [H-], [Na+], C1CCOC1. The product is C=CCOC(=O)N1CC(SC(=S)CC)CC1COCCF. Reaction SMILES: [C:3]([CH2:4][CH3:5])(=[S:6])[SH:7].[CH2:8]([CH:9]=[CH2:10])[O:11][C:12](=[O:13])[N:14]1[CH:15]([CH2:24][O:25][CH2:26][CH2:27][F:28])[CH2:16][CH:17]([O:19][S:20]([CH3:21])(=[O:22])=[O:23])[CH2:18]1.[H-:1].[Na+:2].[O:29]1[CH2:30][CH2:31][CH2:32][CH2:33]1>>[C:3]([CH2:4][CH3:5])([S:6][CH:17]1[CH2:16][CH:15]([CH2:24][O:25][CH2:26][CH2:27][F:28])[N:14]([C:12]([O:11][CH2:8][CH:9]=[CH2:10])=[O:13])[CH2:18]1)=[S:7].